Dataset: the Open Reaction Database (ORD), a public repository of structured organic reaction records. Task: describe an organic reaction: reactants, conditions, products, and yield Reactants: crude product, COC=1C=C(C=C(C1)OC)\C=C\C1=CC=C(C=C1)OC (trans-3,4′,5-Trimethoxystilbene), Cl.N1=CC=CC=C1 (pyridine hydrochloride). The solvent is CC(=O)O (HOAc). Run at temperature 90 celsius. Product: C1(=CC(O)=CC(O)=C1)C=CC1=CC=C(O)C=C1 (resveratrol), powder. Yield: 20.0%. Reaction SMILES: C[O:2][C:3]1[CH:4]=[C:5](/[CH:11]=[CH:12]/[C:13]2[CH:18]=[CH:17][C:16]([O:19]C)=[CH:15][CH:14]=2)[CH:6]=[C:7]([O:9]C)[CH:8]=1.Cl.N1C=CC=CC=1>CC(O)=O>[C:5]1([CH:11]=[CH:12][C:13]2[CH:18]=[CH:17][C:16]([OH:19])=[CH:15][CH:14]=2)[CH:6]=[C:7]([OH:9])[CH:8]=[C:3]([OH:2])[CH:4]=1 |f:1.2|. Reported procedure: To a 250 mL round-bottomed flask equipped with a magnetic stir bar was added 8 (2.7 g, 10 mmol) and pyridine hydrochloride (10.4 g, 90 mmol, 9 equiv). A reflux condenser was equipped and the reaction mixture was refluxed for 2 h under an N2 atmosphere. Afterwards, the mixture was allowed to cool to ˜90° C. and quenched into H2O (200 mL) whereupon a purplish colored solid precipitated. The mixture was extracted with EtOAc (50 mL×3). The extracts were collected and diluted with hexanes (100 mL) an... Reactants: NC=1C2=C(N=C(N1)C1=NN(C3=NC(=CC=C31)Cl)CCC(C(F)(F)F)(F)F)NC(C2(C(=O)NC2CC2)C)=O (4-amino-2-(6-chloro-1-(3,3,4,4,4-pentafluorobutyl)-1H-pyrazolo[3,4-b]pyridin-3-yl)-N-cyclopropyl-5-methyl-6-oxo-6,7-dihydro-5H-pyrrolo[2,3-d]pyrimidine-5-carboxamide), CN(C)C=O (DMF). Reagents/catalysts: C1(=CC=CC=C1)P([C-]1C=CC=C1)C1=CC=CC=C1.[C-]1(C=CC=C1)P(C1=CC=CC=C1)C1=CC=CC=C1.[Fe+2] (1,1′-bis(diphenylphosphino)ferrocene), C=1C=CC(=CC1)/C=C/C(=O)/C=C/C2=CC=CC=C2.C=1C=CC(=CC1)/C=C/C(=O)/C=C/C2=CC=CC=C2.C=1C=CC(=CC1)/C=C/C(=O)/C=C/C2=CC=CC=C2.[Pd].[Pd] (tris(dibenzylideneacetone)dipalladium), [C-]#N.[Zn+2].[C-]#N (zinc cyanide). Run at temperature 130 celsius, time 15 hour. Product: NC=1C2=C(N=C(N1)C1=NN(C3=NC(=CC=C31)C#N)CCC(C(F)(F)F)(F)F)NC(C2(C(=O)NC2CC2)C)=O (4-Amino-2-(6-Cyano-1-(3,3,4,4,4-Pentafluorobutyl)-1H-Pyrazolo[3,4-B]Pyridin-3-yl)-N-Cyclopropyl-5-Methyl-6-Oxo-6,7-Dihydro-5H-Pyrrolo[2,3-D]Pyrimidine-5-Carboxamide). Reaction SMILES: [NH2:1][C:2]1[C:3]2[C:29]([CH3:36])([C:30]([NH:32][CH:33]3[CH2:35][CH2:34]3)=[O:31])[C:28](=[O:37])[NH:27][C:4]=2[N:5]=[C:6]([C:8]2[C:16]3[C:11](=[N:12][C:13](Cl)=[CH:14][CH:15]=3)[N:10]([CH2:18][CH2:19][C:20]([F:26])([F:25])[C:21]([F:24])([F:23])[F:22])[N:9]=2)[N:7]=1.[CH3:38][N:39](C=O)C>[C-]#N.[Zn+2].[C-]#N.C1(P(C2C=CC=CC=2)[C-]2C=CC=C2)C=CC=CC=1.[C-]1(P(C2C=CC=CC=2)C2C=CC=CC=2)C=CC=C1.[Fe+2].C1C=CC(/C=C/C(/C=C/C2C=CC=CC=2)=O)=CC=1.C1C=CC(/C=C/C(/C=C/C2C=CC=CC=2)=O)=CC=1.C1C=CC(/C=C/C(/C=C/C2C=CC=CC=2)=O)=CC=1.[Pd].[Pd]>[NH2:1][C:2]1[C:3]2[C:29]([CH3:36])([C:30]([NH:32][CH:33]3[CH2:35][CH2:34]3)=[O:31])[C:28](=[O:37])[NH:27][C:4]=2[N:5]=[C:6]([C:8]2[C:16]3[C:11](=[N:12][C:13]([C:38]#[N:39])=[CH:14][CH:15]=3)[N:10]([CH2:18][CH2:19][C:20]([F:26])([F:25])[C:21]([F:24])([F:23])[F:22])[N:9]=2)[N:7]=1 |f:2.3.4,5.6.7,8.9.10.11.12|. Procedure: A DMF (4 mL) solution containing 4-amino-2-(6-chloro-1-(3,3,4,4,4-pentafluorobutyl)-1H-pyrazolo[3,4-b]pyridin-3-yl)-N-cyclopropyl-5-methyl-6-oxo-6,7-dihydro-5H-pyrrolo[2,3-d]pyrimidine-5-carboxamide, as described in Example 176, (149 mg, 0.273 mmol), zinc cyanide (19.3 mg, 0.164 mmol), 1,1′-bis(diphenylphosphino)ferrocene (15.16 mg, 0.027 mmol), and tris(dibenzylideneacetone)dipalladium (0) (12.52 mg, 0.014 mmol) was degassed for 1 hour at rt. The reaction mixture was then stirred for 15 hours a...